Dataset: the Open Reaction Database (ORD), a public repository of structured organic reaction records. Task: describe an organic reaction: reactants, conditions, products, and yield The product is O[C@H](C)[C@@H]1[C@@H]2N(C(=C([C@@H]2C)S[C@H]2C[C@H](N(C2)C(=O)OCC2=CC=C(C=C2)[N+](=O)[O-])C2CN(CC2)C(=O)OCC2=CC=C(C=C2)[N+](=O)[O-])C(=O)OCC2=CC=C(C=C2)[N+](=O)[O-])C1=O (p-nitrobenzyl (IR,5S,6S)-6-[(R)-1-hydroxyethyl]-1-methyl-2-[(2S,4S)-N-(p-nitrobenzyloxycarbonyl)-2-[N-(p-nitrobenzyloxycarbonyl)pyrrolidin-3-yl]pyrrolidin-4ylthio]-1-carbapen-2-em-3-carboxylate). Procedure details: The same procedure as in Example 1--1 was carried out by using p-nitrobenzyl (1R,5S,6S)-2-diphenoxyphosphoryloxy-6-[(R)-1-hydroxyethyl]-1-methyl-1-carbapen-2-em-3-carboxylate (1.39 g, 2.34 mmol) and (2S,4S)-4-mercapto-N-(p-nitrobenzyloxycarbonyl)-2-[N-(p-nitrobenzyloxycarbonyl)pyrrolidin-3-yl]pyrrolidine (1.24 g, 2.34 mmol, compound of Reference Example 5-6) to obtain p-nitrobenzyl (IR,5S,6S)-6-[(R)-1-hydroxyethyl]-1-methyl-2-[(2S,4S)-N-(p-nitrobenzyloxycarbonyl)-2-[N-(p-nitrobenzyloxycarbonyl)p... The yield is 77.7%. RXN SMILES: O(P(O[C:18]1[C@H:19]([CH3:42])[C@H:20]2[C@@H:37]([C@H:38]([OH:40])[CH3:39])[C:36](=[O:41])[N:21]2[C:22]=1[C:23]([O:25][CH2:26][C:27]1[CH:32]=[CH:31][C:30]([N+:33]([O-:35])=[O:34])=[CH:29][CH:28]=1)=[O:24])(OC1C=CC=CC=1)=O)C1C=CC=CC=1.[SH:43][C@@H:44]1[CH2:48][N:47]([C:49]([O:51][CH2:52][C:53]2[CH:58]=[CH:57][C:56]([N+:59]([O-:61])=[O:60])=[CH:55][CH:54]=2)=[O:50])[C@H:46]([CH:62]2[CH2:66][CH2:65][N:64]([C:67]([O:69][CH2:70][C:71]3[CH:76]=[CH:75][C:74]([N+:77]([O-:79])=[O:78])=[CH:73][CH:72]=3)=[O:68])[CH2:63]2)[CH2:45]1>>[OH:40][C@@H:38]([C@H:37]1[C:36](=[O:41])[N:21]2[C:22]([C:23]([O:25][CH2:26][C:27]3[CH:28]=[CH:29][C:30]([N+:33]([O-:35])=[O:34])=[CH:31][CH:32]=3)=[O:24])=[C:18]([S:43][C@@H:44]3[CH2:48][N:47]([C:49]([O:51][CH2:52][C:53]4[CH:54]=[CH:55][C:56]([N+:59]([O-:61])=[O:60])=[CH:57][CH:58]=4)=[O:50])[C@H:46]([CH:62]4[CH2:66][CH2:65][N:64]([C:67]([O:69][CH2:70][C:71]5[CH:72]=[CH:73][C:74]([N+:77]([O-:79])=[O:78])=[CH:75][CH:76]=5)=[O:68])[CH2:63]4)[CH2:45]3)[C@H:19]([CH3:42])[C@H:20]12)[CH3:39]. Starting materials: O(C1=CC=CC=C1)P(=O)(OC1=CC=CC=C1)OC=1[C@@H]([C@@H]2N(C1C(=O)OCC1=CC=C(C=C1)[N+](=O)[O-])C([C@@H]2[C@@H](C)O)=O)C (p-nitrobenzyl (1R,5S,6S)-2-diphenoxyphosphoryloxy-6-[(R)-1-hydroxyethyl]-1-methyl-1-carbapen-2-em-3-carboxylate), S[C@H]1C[C@H](N(C1)C(=O)OCC1=CC=C(C=C1)[N+](=O)[O-])C1CN(CC1)C(=O)OCC1=CC=C(C=C1)[N+](=O)[O-] ((2S,4S)-4-mercapto-N-(p-nitrobenzyloxycarbonyl)-2-[N-(p-nitrobenzyloxycarbonyl)pyrrolidin-3-yl]pyrrolidine). Starting materials: S(N)(=O)(=O)Cl (sulfamoyl chloride), ether-hexanes, NC1=NC=C(C#N)C=C1 (6-amino-nicotinonitrile), solution, C[Si](C)(C)[N-][Si](C)(C)C.[Na+] (NaHMDS), CN(C)C=O (DMF). Run in [OH-].[Na+] (sodium hydroxide), C1CCOC1 (THF). Run at time 8 hour. The product is CN(S(=O)(=O)NC1=CC=C(C=N1)C#N)C (6-(dimethylaminosulfonylamino)-3-cyanopyridine). Reaction SMILES: [NH2:1][C:2]1[CH:9]=[CH:8][C:5]([C:6]#[N:7])=[CH:4][N:3]=1.C[Si]([N-][Si](C)(C)C)(C)C.[Na+].[S:20](Cl)(=[O:23])(=[O:22])N.[CH3:25][N:26]([CH:28]=O)C>C1COCC1.[OH-].[Na+]>[CH3:25][N:26]([CH3:28])[S:20]([NH:1][C:2]1[N:3]=[CH:4][C:5]([C:6]#[N:7])=[CH:8][CH:9]=1)(=[O:23])=[O:22] |f:1.2,6.7|. Procedure: To a solution of 6-amino-nicotinonitrile (2.4 g, 20.15 mmol) in DMF (40 mL) was added a 1 M solution of NaHMDS (22.0 mL, 22.0 mmol) in THF followed by sulfamoyl chloride (3.0 mL, 27.9 mmol). The mixture was stirred overnight and was then diluted with 1 N aqueous sodium hydroxide and a mixture of ether-hexanes. The aqueous layer was separated. The organic layer was extracted with 1 N aqueous sodium hydroxide (2×30 mL). The combined aqueous layers were washed with ether (3×30 mL), made acidic with... The reactants are CCCCCCC(CCO)C(F)(F)F, Cc1ccc(S(=O)(=O)Cl)cc1, c1ccncc1. Yields the product CCCCCCC(CCOS(=O)(=O)c1ccc(C)cc1)C(F)(F)F. RXN SMILES: [F:1][C:2]([CH:3]([CH2:4][CH2:5][OH:6])[CH2:7][CH2:8][CH2:9][CH2:10][CH2:11][CH3:12])([F:13])[F:14].[c:15]1([CH3:25])[cH:16][cH:17][c:18]([S:21](=[O:22])(=[O:23])[Cl:24])[cH:19][cH:20]1.[cH:26]1[cH:27][cH:28][n:29][cH:30][cH:31]1>>[F:1][C:2]([CH:3]([CH2:4][CH2:5][O:6][S:21]([c:18]1[cH:17][cH:16][c:15]([CH3:25])[cH:20][cH:19]1)(=[O:22])=[O:23])[CH2:7][CH2:8][CH2:9][CH2:10][CH2:11][CH3:12])([F:13])[F:14]. The reactants are ClC=1C=C(C(=O)O)C=CN1 (2-chloroisonicotinic acid), solution, C[O-].[Na+] (sodium methoxide), IC (Iodomethane), O (Water). Run in CN(C)C=O (DMF), CO (methanol). Conditions: temperature 130 celsius, time 14 hour. Yields the product crude product, COC=1C=C(C(=O)OC)C=CN1 (methyl 2-methoxyisonicotinate). RXN SMILES: Cl[C:2]1[CH:3]=[C:4]([CH:8]=[CH:9][N:10]=1)[C:5]([OH:7])=[O:6].[CH3:11][O-:12].[Na+].I[CH3:15].O>CN(C=O)C.CO>[CH3:11][O:12][C:2]1[CH:3]=[C:4]([CH:8]=[CH:9][N:10]=1)[C:5]([O:7][CH3:15])=[O:6] |f:1.2|. Procedure details: Under a nitrogen atmosphere, to a solution of 2-chloroisonicotinic acid (10.0 g) in DMF (150 mL) was added a 28% solution of sodium methoxide in methanol (38.6 mL), and the mixture was stirred at 130° C. for 14 hr. Iodomethane (15.9 mL) was added to the reaction mixture at 80° C., and the mixture was stirred at 80° C. for 5 min. Water was added at 0° C., and the mixture was extracted with ethyl acetate. The extract was washed with saturated aqueous sodium hydrogen carbonate solution, water and s... Reactants: ClCCCl, CNCc1c(C)[nH]c2ccccc12, CCN(C(C)C)C(C)C, Cl, CN(C)C=O, O=C(O)C=Cc1cnc2c(c1)CCCC(=O)N2, O, On1nnc2ccccc21. RXN SMILES: [CH2:1]([Cl:2])[CH2:3][Cl:4].[CH3:23][c:24]1[nH:25][c:26]2[cH:27][cH:28][cH:29][cH:30][c:31]2[c:32]1[CH2:33][NH:34][CH3:35].[CH:47]([N:48]([CH:49]([CH3:50])[CH3:51])[CH2:52][CH3:53])([CH3:54])[CH3:55].[ClH:5].[O:56]=[CH:57][N:58]([CH3:59])[CH3:60].[O:6]=[C:7]1[CH2:8][CH2:9][CH2:10][c:11]2[c:12]([n:14][cH:15][c:16]([CH:18]=[CH:19][C:20](=[O:21])[OH:22])[cH:17]2)[NH:13]1.[OH2:46].[OH:36][n:37]1[c:38]2[c:39]([cH:40][cH:41][cH:42][cH:43]2)[n:44][n:45]1>>[O:6]=[C:7]1[CH2:8][CH2:9][CH2:10][c:11]2[c:12]([n:14][cH:15][c:16]([CH:18]=[CH:19][C:20](=[O:22])[N:34]([CH2:33][c:32]3[c:24]([CH3:23])[nH:25][c:26]4[cH:27][cH:28][cH:29][cH:30][c:31]43)[CH3:35])[cH:17]2)[NH:13]1. The product is Cc1[nH]c2ccccc2c1CN(C)C(=O)C=Cc1cnc2c(c1)CCCC(=O)N2. Starting materials: FC(C=1C=C(CN(C2=NC=C(C=N2)N2CCC(CC2)C(=O)OCC)CC2=C(C=CC(=C2)C(F)(F)F)OCC)C=C(C1)C(F)(F)F)(F)F (Ethyl 1-{2-[(3,5-bis-trifluoromethyl-benzyl)-(2-ethoxy-5-trifluoromethyl-benzyl)-amino]-pyrimidin-5-yl}-piperidine-4-carboxylate), Cl (hydrochloric acid), C(C)(=O)OCC (ethyl acetate), [OH-].[Na+] (sodium hydroxide). The solvent is C(C)O (ethanol). Run at time 1 hour. Yields the product FC(C=1C=C(CN(C2=NC=C(C=N2)N2CCC(CC2)C(=O)O)CC2=C(C=CC(=C2)C(F)(F)F)OCC)C=C(C1)C(F)(F)F)(F)F (1-{2-[(3,5-bis-trifluoromethyl-benzyl)-(2-ethoxy-5-trifluoromethyl-benzyl)-amino]-pyrimidin-5-yl}-piperidine-4-carboxylic acid). Yield: 59.7%. As a reaction SMILES: [F:1][C:2]([F:47])([F:46])[C:3]1[CH:4]=[C:5]([CH:39]=[C:40]([C:42]([F:45])([F:44])[F:43])[CH:41]=1)[CH2:6][N:7]([CH2:25][C:26]1[CH:31]=[C:30]([C:32]([F:35])([F:34])[F:33])[CH:29]=[CH:28][C:27]=1[O:36][CH2:37][CH3:38])[C:8]1[N:13]=[CH:12][C:11]([N:14]2[CH2:19][CH2:18][CH:17]([C:20]([O:22]CC)=[O:21])[CH2:16][CH2:15]2)=[CH:10][N:9]=1.[OH-].[Na+].Cl.C(OCC)(=O)C>C(O)C>[F:47][C:2]([F:1])([F:46])[C:3]1[CH:4]=[C:5]([CH:39]=[C:40]([C:42]([F:45])([F:44])[F:43])[CH:41]=1)[CH2:6][N:7]([CH2:25][C:26]1[CH:31]=[C:30]([C:32]([F:34])([F:35])[F:33])[CH:29]=[CH:28][C:27]=1[O:36][CH2:37][CH3:38])[C:8]1[N:13]=[CH:12][C:11]([N:14]2[CH2:19][CH2:18][CH:17]([C:20]([OH:22])=[O:21])[CH2:16][CH2:15]2)=[CH:10][N:9]=1 |f:1.2|. Procedure details: Ethyl 1-{2-[(3,5-bis-trifluoromethyl-benzyl)-(2-ethoxy-5-trifluoromethyl-benzyl)-amino]-pyrimidin-5-yl}-piperidine-4-carboxylate (110 mg) is dissolved in ethanol (4 ml) and thereto is added a 1N-aqueous sodium hydroxide solution (1 ml) and the mixture is stirred at room temperature for 1 hour. To the reaction solution are added a 1N-hydrochloric acid and ethyl acetate, and the mixture is separated, and the organic layer is washed with a saturated brine, dried over magnesium sulfate, and concentr... Starting materials: [OH-].[Na+] (sodium hydroxide), OC=1C=C(C=CC1)C=CC(=O)C1=CC=CC=C1 (3-hydroxychalcone), [I-].C[S+](=O)(C)C (trimethylsulfoxonium iodide). The solvent is CS(=O)C (DMSO), CS(=O)C (DMSO). Run at temperature 15 celsius. Yields the product C(C1=CC=CC=C1)(=O)C1C(C1)C1=CC(=CC=C1)O (2-benzoyl-1-(3-hydroxyphenyl)cyclopropane). Isolated yield 99.0%. Reaction SMILES: [OH-].[Na+].[I-].[CH3:4][S+](C)(C)=O.[OH:9][C:10]1[CH:11]=[C:12]([CH:16]=[CH:17][C:18]([C:20]2[CH:25]=[CH:24][CH:23]=[CH:22][CH:21]=2)=[O:19])[CH:13]=[CH:14][CH:15]=1>CS(C)=O>[C:18]([CH:17]1[CH2:4][CH:16]1[C:12]1[CH:13]=[CH:14][CH:15]=[C:10]([OH:9])[CH:11]=1)(=[O:19])[C:20]1[CH:25]=[CH:24][CH:23]=[CH:22][CH:21]=1 |f:0.1,2.3|. Procedure: To a 250 ml round bottom flask equipped with magnetic stirrer, nitrogen inlet, thermometer and addition funnel was charged 0.71 g (0.0178 moles) of 60% sodium hydroxide (oil suspension) and 50 mls of anhydrous DMSO. With stirring, under a nitrogen atmosphere, the trimethylsulfoxonium iodide (3.9 g, 0.0178 moles) was added in one portion, and the reaction was stirred at ambient temperature for 30 minutes. The mixture was then cooled to 15° C., and a solution of 3-hydroxychalcone (2.0 g, 0.0089 mo...